Dataset: the Open Reaction Database (ORD), a public repository of structured organic reaction records. Task: describe an organic reaction: reactants, conditions, products, and yield The reactants are CC(=O)O[BH-](OC(C)=O)OC(C)=O, CC(=O)O, Nc1nc[nH]n1, [Na+], CC(C)(O)COC1(C)CCC(=O)CC1. Product: CC(C)(O)COC1(C)CCC(Nc2nc[nH]n2)CC1. RXN SMILES: [C:21]([O:22][BH-:23]([O:24][C:25](=[O:26])[CH3:27])[O:28][C:29](=[O:30])[CH3:31])(=[O:32])[CH3:33].[CH3:35][C:36](=[O:37])[OH:38].[NH2:1][c:2]1[n:3][nH:4][cH:5][n:6]1.[Na+:34].[OH:7][C:8]([CH2:9][O:10][C:11]1([CH3:18])[CH2:12][CH2:13][C:14](=[O:17])[CH2:15][CH2:16]1)([CH3:19])[CH3:20]>>[NH:1]([c:2]1[n:3][nH:4][cH:5][n:6]1)[CH:14]1[CH2:13][CH2:12][C:11]([O:10][CH2:9][C:8]([OH:7])([CH3:19])[CH3:20])([CH3:18])[CH2:16][CH2:15]1. The reactants are C(C)(=O)N1C(C(C2=CC=CC=C12)=C(C1=CC(=CC=C1)OC)Cl)=O (1-acetyl-3-[1-chloro-1-(3-methoxyphenyl)-methylidene)-2-indolinone), CN(C)CC1=CC=C(N)C=C1 (4-dimethylaminomethyl-aniline), [OH-].[Na+] (sodium hydroxide). Product: CN(C)CC1=CC=C(C=C1)N\C(\C1=CC(=CC=C1)OC)=C\1/C(NC2=CC=CC=C12)=O ((Z)-3-[1-(4-dimethylaminomethyl-phenylamino)-1-(3-methoxyphenyl)-methylidene]-2-indolinone). Reaction SMILES: C([N:4]1[C:12]2[C:7](=[CH:8][CH:9]=[CH:10][CH:11]=2)[C:6](=[C:13](Cl)[C:14]2[CH:19]=[CH:18][CH:17]=[C:16]([O:20][CH3:21])[CH:15]=2)[C:5]1=[O:23])(=O)C.[CH3:24][N:25]([CH2:27][C:28]1[CH:34]=[CH:33][C:31]([NH2:32])=[CH:30][CH:29]=1)[CH3:26].[OH-].[Na+]>CN(C=O)C.CO>[CH3:26][N:25]([CH2:27][C:28]1[CH:29]=[CH:30][C:31]([NH:32]/[C:13](=[C:6]2\[C:5](=[O:23])[NH:4][C:12]3[C:7]\2=[CH:8][CH:9]=[CH:10][CH:11]=3)/[C:14]2[CH:19]=[CH:18][CH:17]=[C:16]([O:20][CH3:21])[CH:15]=2)=[CH:33][CH:34]=1)[CH3:24] |f:2.3|. The solvent is CN(C)C=O (DMF), CO (methanol). Procedure details: Prepared analogously to Example 2 from 1-acetyl-3-[1-chloro-1-(3-methoxyphenyl)-methylidene)-2-indolinone and 4-dimethylaminomethyl-aniline in DMF and subsequent treatment with sodium hydroxide solution in methanol. Starting materials: C(CCC)C1(C(C2=CC=CC(=C2C1)OCC1=NC2=CC=CC=C2C=C1)=O)CCCC (2,2-dibutyl-4-(2-quinolylmethoxy)-1-indanone), Cl (hydrogen chloride). Run in C(C)OCC (ethyl ether). Yields the product Cl.C(CCC)C1(C(C2=CC=CC(=C2C1)OCC1=NC2=CC=CC=C2C=C1)=O)CCCC (2,2-Dibutyl-4-(2-quinolylmethoxy)-1-indanone hydrochloride). RXN SMILES: [CH2:1]([C:5]1([CH2:27][CH2:28][CH2:29][CH3:30])[CH2:13][C:12]2[C:7](=[CH:8][CH:9]=[CH:10][C:11]=2[O:14][CH2:15][C:16]2[CH:25]=[CH:24][C:23]3[C:18](=[CH:19][CH:20]=[CH:21][CH:22]=3)[N:17]=2)[C:6]1=[O:26])[CH2:2][CH2:3][CH3:4].[ClH:31]>C(OCC)C>[ClH:31].[CH2:1]([C:5]1([CH2:27][CH2:28][CH2:29][CH3:30])[CH2:13][C:12]2[C:7](=[CH:8][CH:9]=[CH:10][C:11]=2[O:14][CH2:15][C:16]2[CH:25]=[CH:24][C:23]3[C:18](=[CH:19][CH:20]=[CH:21][CH:22]=3)[N:17]=2)[C:6]1=[O:26])[CH2:2][CH2:3][CH3:4] |f:3.4|. Procedure details: 2,2-Dibutyl-4-(2-quinolylmethoxy)-1-indanone hydrochloride was prepared by treating 2,2-dibutyl-4-(2-quinolylmethoxy)-1-indanone with hydrogen chloride in ethyl ether. Reactants: COC=1C=C(C=CC1)C=1C=C(C(NC1)=O)C(=O)OC (Methyl 1,2-dihydro-5-(3-methoxyphenyl)-2-oxo-3-pyridinecarboxylate), Cl.C(C)(=O)O (hydrochloric acid acetic acid). Yields the product COC=1C=C(C=CC1)C=1C=C(C(NC1)=O)C(=O)O (1,2-dihydro-5-(3-methyoxyphenyl)-2-oxo-3-pyridinecarboxylic acid). Reaction SMILES: [CH3:1][O:2][C:3]1[CH:4]=[C:5]([C:9]2[CH:10]=[C:11]([C:16]([O:18]C)=[O:17])[C:12](=[O:15])[NH:13][CH:14]=2)[CH:6]=[CH:7][CH:8]=1.Cl.C(O)(=O)C>>[CH3:1][O:2][C:3]1[CH:4]=[C:5]([C:9]2[CH:10]=[C:11]([C:16]([OH:18])=[O:17])[C:12](=[O:15])[NH:13][CH:14]=2)[CH:6]=[CH:7][CH:8]=1 |f:1.2|. Procedure details: Methyl 1,2-dihydro-5-(3-methoxyphenyl)-2-oxo-3-pyridinecarboxylate is treated with 1:1 hydrochloric acid-acetic acid to give 1,2-dihydro-5-(3-methyoxyphenyl)-2-oxo-3-pyridinecarboxylic acid. This product is boiled in quinoline to afford 5-(3-methoxyphenyl)-2(1H)-pyridinone as the product. Treatment of this product with phosphorus oxychloride provides 2-chloro-5-(3-methoxyphenyl)pyridine. The preceding product is treated with hydrazine to produce 2-hydrazino-5-(3-methoxyphenyl)pyridine. Treatment...